Dataset: the Open Reaction Database (ORD), a public repository of structured organic reaction records. Task: describe an organic reaction: reactants, conditions, products, and yield Reactants: C1(=CC=CC=C1)N=C=S (Phenyl isothiocyanate), CN(CCCN)C (3-(dimethylamino)propylamine). Solvent: COC(C)(C)C (t-butyl methyl ether), C(C)(C)O (isopropanol). Conditions: time 2 hour. Product: CN(CCCNC(=S)NC1=CC=CC=C1)C (1-[3-(dimethylamino)propyl]-3-phenylthiourea). Isolated yield 70.1%. RXN SMILES: [C:1]1([N:7]=[C:8]=[S:9])[CH:6]=[CH:5][CH:4]=[CH:3][CH:2]=1.[CH3:10][N:11]([CH3:16])[CH2:12][CH2:13][CH2:14][NH2:15]>COC(C)(C)C.C(O)(C)C>[CH3:10][N:11]([CH3:16])[CH2:12][CH2:13][CH2:14][NH:15][C:8]([NH:7][C:1]1[CH:6]=[CH:5][CH:4]=[CH:3][CH:2]=1)=[S:9]. Reported procedure: Phenyl isothiocyanate (5.283 g, 39.1 mmole) in 30 mL t-butyl methyl ether was added to a solution of 3-(dimethylamino)propylamine (3.993 g, 39.1 mmole) in 10 mL isopropanol. After stirring 2 hr at room temp., the solid which separated was filtered out and washed with t-butyl methyl ether to afford 6.51 g of 1-[3-(dimethylamino)propyl]-3-phenylthiourea (mp 112–114° C.), part of which (2.374 g, 10 mmole) was dissolved in ethanol (20 mL) containing conc. HCl (1.67 mL, 20 mmole) and added to 2-methy... The reactants are C(=O)CC[C@H](CC(=O)OC)C ((R)-Methyl 5-formyl-3-methylpentanoate), C[Mg]Br (methyl magnesium bromide), C1CCOC1.C1(=CC=CC=C1)C (THF toluene). Run in C1CCOC1 (THF). Run at temperature -70 celsius, time 45 minute. Yields the product OC(CC[C@H](CC(=O)OC)C)C (Methyl 6-(R,S)-hydroxy-3(R)-methylheptanoate). Reaction SMILES: [CH:1]([CH2:3][CH2:4][C@@H:5]([CH3:11])[CH2:6][C:7]([O:9][CH3:10])=[O:8])=[O:2].[CH3:12][Mg]Br.C1COCC1.C1(C)C=CC=CC=1>C1COCC1>[OH:2][CH:1]([CH3:12])[CH2:3][CH2:4][C@@H:5]([CH3:11])[CH2:6][C:7]([O:9][CH3:10])=[O:8] |f:2.3|. Reported procedure: To a solution of aldehyde from Step 1 (1.03 g, 6.5 mmol) in THF (20 mL) at -70° C. was added 1.4M methyl magnesium bromide in THF-toluene 1:3 (4.66 mL, 6.52 mmol). The mixture was stirred at -70° C. for 45 minutes, quenched with aqueous saturated NH4Cl and allowed to warm up to room temperature. It was diluted with ether, and the organic phase was washed twice with brine, dried over MgSO4 and evaporated down. The residue was chromatographed on silica gel, eluting with a 1:2 mixtue of ethyl aceta...